From a dataset of the Open Reaction Database (ORD), a public repository of structured organic reaction records. describe an organic reaction: reactants, conditions, products, and yield Starting materials: O=c1cc(CCl)[nH]c(=O)[nH]1, O=C1CCC(=O)N1Br, CN(C)C=O. The product is O=c1[nH]c(CCl)c(Br)c(=O)[nH]1. As a reaction SMILES: [Cl:1][CH2:2][c:3]1[cH:4][c:5](=[O:10])[nH:6][c:7](=[O:9])[nH:8]1.[O:11]=[C:12]1[N:13]([Br:18])[C:14](=[O:15])[CH2:16][CH2:17]1.[O:19]=[CH:20][N:21]([CH3:22])[CH3:23]>>[Cl:1][CH2:2][c:3]1[c:4]([Br:18])[c:5](=[O:10])[nH:6][c:7](=[O:9])[nH:8]1. The reactants are CC1(C)C2CCC1(CS(=O)(=O)O)C(=O)C2, Cc1ccccc1, CCO, O=C(Cc1ccc(F)cc1)N=C=S, CN(C)CC1CCN(C(=O)Nc2cc(Oc3ccc(N)cc3F)ncn2)CC1. The product is CN(C)CC1CCN(C(=O)Nc2cc(Oc3ccc(NC(=S)NC(=O)Cc4ccc(F)cc4)cc3F)ncn2)CC1. Reaction SMILES: [C:42]12([CH2:43][S:44]([OH:45])(=[O:46])=[O:47])[C:48]([CH3:49])([CH3:50])[CH:51]([CH2:52][CH2:53]1)[CH2:54][C:55]2=[O:56].[CH3:57][c:58]1[cH:59][cH:60][cH:61][cH:62][cH:63]1.[CH3:64][CH2:65][OH:66].[F:1][c:2]1[cH:3][cH:4][c:5]([CH2:8][C:9](=[O:10])[N:11]=[C:12]=[S:13])[cH:6][cH:7]1.[NH2:14][c:15]1[cH:16][c:17]([F:41])[c:18]([O:19][c:20]2[n:21][cH:22][n:23][c:24]([NH:26][C:27](=[O:28])[N:29]3[CH2:30][CH2:31][CH:32]([CH2:35][N:36]([CH3:37])[CH3:38])[CH2:33][CH2:34]3)[cH:25]2)[cH:39][cH:40]1>>[F:1][c:2]1[cH:3][cH:4][c:5]([CH2:8][C:9](=[O:10])[NH:11][C:12](=[S:13])[NH:14][c:15]2[cH:16][c:17]([F:41])[c:18]([O:19][c:20]3[n:21][cH:22][n:23][c:24]([NH:26][C:27](=[O:28])[N:29]4[CH2:30][CH2:31][CH:32]([CH2:35][N:36]([CH3:37])[CH3:38])[CH2:33][CH2:34]4)[cH:25]3)[cH:39][cH:40]2)[cH:6][cH:7]1.